Dataset: the Open Reaction Database (ORD), a public repository of structured organic reaction records. Task: describe an organic reaction: reactants, conditions, products, and yield Reactants: COC1=CC=C(C=C1)C1=CC=C(O1)C=NO (5-(p-methoxyphenyl)-2-furaldehyde oxime), C(C)(=O)OC(C)=O (acetic anhydride), ice. Run in CCOCC (ether). The product is COC1=CC=C(C=C1)C1=CC=C(O1)C#N (5-(p-Methoxyphenyl)-2-furonitrile). Reaction SMILES: [CH3:1][O:2][C:3]1[CH:8]=[CH:7][C:6]([C:9]2[O:13][C:12]([CH:14]=[N:15]O)=[CH:11][CH:10]=2)=[CH:5][CH:4]=1.C(OC(=O)C)(=O)C>CCOCC>[CH3:1][O:2][C:3]1[CH:8]=[CH:7][C:6]([C:9]2[O:13][C:12]([C:14]#[N:15])=[CH:11][CH:10]=2)=[CH:5][CH:4]=1. Reported procedure: A 500 ml three-necked flask equipped with stirrer, thermometer and reflux condenser was charged with 5-(p-methoxyphenyl)-2-furaldehyde oxime (28 g, 0.129 mole) and acetic anhydride (317 ml). This mixture was refluxed (138°) for 3 hours. After cooling to room temperature overnight, the green solution was poured into ice water (ca. 2l. ) with stirring. When the ice melted, the solid was collected by filtration, washed with water, and dried to give 26 g. The reactants are F[C@H]1C[C@H](N(C1)C(CO)=O)C(=O)N ((2S,4S)-4-fluoro-1-(2-hydroxyacetyl)pyrrolidine-2-carboxa mide), FC(C(=O)OC(C(F)(F)F)=O)(F)F (trifluoroacetic anhydride), Cl.CN(C)C (trimethylamine hydrochloride), C1(=CC=CC=C1)S(=O)(=O)Cl (benzenesulfonyl chloride). Run in C(C)#N (acetonitrile), O (water), C(C)N(CC)CC (triethylamine), C(C)#N (acetonitrile). Reaction conditions: time 1 hour. Yields the product C1(=CC=CC=C1)S(=O)(=O)OCC(=O)N1[C@@H](C[C@@H](C1)F)C#N ((2S,4S)-1-[2-(benzenesulfonyloxy)acetyl]-4-fluoropyrrolidine-2-carbonitrile). The yield is 75.0%. Reaction SMILES: [F:1][C@@H:2]1[CH2:6][N:5]([C:7](=[O:10])[CH2:8][OH:9])[C@H:4]([C:11]([NH2:13])=O)[CH2:3]1.Cl.CN(C)C.[C:19]1([S:25](Cl)(=[O:27])=[O:26])[CH:24]=[CH:23][CH:22]=[CH:21][CH:20]=1.FC(F)(F)C(OC(=O)C(F)(F)F)=O>C(#N)C.O.C(N(CC)CC)C>[C:19]1([S:25]([O:9][CH2:8][C:7]([N:5]2[CH2:6][C@@H:2]([F:1])[CH2:3][C@H:4]2[C:11]#[N:13])=[O:10])(=[O:27])=[O:26])[CH:24]=[CH:23][CH:22]=[CH:21][CH:20]=1 |f:1.2|. Reported procedure: (2S,4S)-4-fluoro-1-(2-hydroxyacetyl)pyrrolidine-2-carboxa mide (381 mg) and trimethylamine hydrochloride (191 mg) were suspended in acetonitrile (10 mL) and triethylamine (1.20 mL) was added to the suspension. While this mixture was cooled in a salt-ice bath, benzenesulfonyl chloride (0.28 mL) was added dropwise. The mixture was stirred at the same temperature for 1 hour and trifluoroacetic anhydride (0.34 mL) was added dropwise. The mixture was further stirred for 1 hour. Subsequently, water (1... Yields the product NC=1C=C(C(=O)C=2N=CN(C2)S(=O)(=O)N(C)C)C=CC1 (4-(3-aminobenzoyl)-N,N-dimethyl-1H-imidazole-1-sulfonamide). Reagents/catalysts: [Fe] (iron). Procedure: To a mixture of Example 55B (3.24 g, 10 mmol) and NH4Cl (540 mg, 10 mmol) in water (15 mL) and ethanol (35 mL) was added iron powder (3.92 g, 70 mmol) and the mixture was refluxed for 1 hour. The mixture was filtered, the solid was washed with THF, and the combined filtrate and washings were removed under vacuum to provide 3 g (˜100%) of the title compound. The reactants are CN(S(=O)(=O)N1C=NC(=C1)C(C1=CC(=CC=C1)[N+](=O)[O-])=O)C (N,N-dimethyl-4-(3-nitrobenzoyl)-1H-imidazole-1-sulfonamide), [NH4+].[Cl-] (NH4Cl). Reaction SMILES: [CH3:1][N:2]([CH3:22])[S:3]([N:6]1[CH:10]=[C:9]([C:11](=[O:21])[C:12]2[CH:17]=[CH:16][CH:15]=[C:14]([N+:18]([O-])=O)[CH:13]=2)[N:8]=[CH:7]1)(=[O:5])=[O:4].[NH4+].[Cl-]>O.C(O)C.[Fe]>[NH2:18][C:14]1[CH:13]=[C:12]([CH:17]=[CH:16][CH:15]=1)[C:11]([C:9]1[N:8]=[CH:7][N:6]([S:3]([N:2]([CH3:22])[CH3:1])(=[O:4])=[O:5])[CH:10]=1)=[O:21] |f:1.2|. Solvent: O (water), C(C)O (ethanol). Yield: 101.9%. The reactants are C(C)N (ethylamine), Cl.C(C1=CC=CC=C1)OC(=O)N[C@@H](CCCNC(N)=N)C(=O)N1[C@H](C(=O)OC)CCC1 (Nα -benzyloxycarbonyl-L-arginyl-L-proline, methyl ester, hydrochloride). Run in CO (methanol). Yields the product Cl.C(C1=CC=CC=C1)OC(=O)N[C@@H](CCCNC(N)=N)C(=O)N1[C@H](C(=O)[N-]CC)CCC1 (Nα -Benzyloxycarbonyl-L-arginyl-L-prolyl-N-ethylamide, hydrochloride). Reaction SMILES: [CH2:1]([NH2:3])[CH3:2].[ClH:4].[CH2:5]([O:12][C:13]([NH:15][C@H:16]([C:24]([N:26]1[CH2:34][CH2:33][CH2:32][C@H:27]1[C:28](OC)=[O:29])=[O:25])[CH2:17][CH2:18][CH2:19][NH:20][C:21](=[NH:23])[NH2:22])=[O:14])[C:6]1[CH:11]=[CH:10][CH:9]=[CH:8][CH:7]=1>CO>[ClH:4].[CH2:5]([O:12][C:13]([NH:15][C@H:16]([C:24]([N:26]1[CH2:34][CH2:33][CH2:32][C@H:27]1[C:28]([N-:3][CH2:1][CH3:2])=[O:29])=[O:25])[CH2:17][CH2:18][CH2:19][NH:20][C:21](=[NH:23])[NH2:22])=[O:14])[C:6]1[CH:7]=[CH:8][CH:9]=[CH:10][CH:11]=1 |f:1.2,4.5|. Procedure details: Nα -Benzyloxycarbonyl-L-arginyl-L-prolyl-N-ethylamide, hydrochloride is prepared according to the following method. To a cold solution of 9.7 g. ethylamine in 50 ml. of methanol is added 2 g. of Nα -benzyloxycarbonyl-L-arginyl-L-proline, methyl ester, hydrochloride. The reaction is let stand in a sealed pressure bottle at room temperature and then warmed occasionally to 40°-45° C. during 8 days. It is then evaporated to small volume under reduced pressure. The residual solution is dropped into s...